From a dataset of the Open Reaction Database (ORD), a public repository of structured organic reaction records. describe an organic reaction: reactants, conditions, products, and yield Starting materials: CC(C)N, ClC(Cl)Cl, CS(=O)(=O)c1nccc(-c2c(-c3ccc(F)cc3)nn3c2CCOC3)n1. Product: CC(C)Nc1nccc(-c2c(-c3ccc(F)cc3)nn3c2CCOC3)n1. As a reaction SMILES: [CH3:27][CH:28]([CH3:29])[NH2:30].[CH:31]([Cl:32])([Cl:33])[Cl:34].[F:1][c:2]1[cH:3][cH:4][c:5](-[c:8]2[n:9][n:10]3[c:15]([c:16]2-[c:17]2[n:18][c:19]([S:23]([CH3:24])(=[O:25])=[O:26])[n:20][cH:21][cH:22]2)[CH2:14][CH2:13][O:12][CH2:11]3)[cH:6][cH:7]1>>[F:1][c:2]1[cH:3][cH:4][c:5](-[c:8]2[n:9][n:10]3[c:15]([c:16]2-[c:17]2[n:18][c:19]([NH:30][CH:28]([CH3:27])[CH3:29])[n:20][cH:21][cH:22]2)[CH2:14][CH2:13][O:12][CH2:11]3)[cH:6][cH:7]1. The reactants are FC1=CC=2N(C=C1)C(=CN2)C(=O)NC2=C1C(=NN(C1=CC=C2)CC2=NC(=CC=C2)C(C)C)C (7-fluoro-N-(1-((6-isopropylpyridin-2-yl)methyl)-3-methyl-1H-indazol-4-yl)imidazo[1,2-a]pyridine-3-carboxamide), C[C@H]1CN(CCN1C)CCO ((S)-2-(3,4-dimethylpiperazin-1-yl)ethanol), O1CCN(CC1)CCO (2-morpholinoethanol). Product: C1(CCC1)C1=CC=CC(=N1)CN1N=C(C2=C(C=CC=C12)NC(=O)C1=CN=C2N1C=CC(=C2)OCCN2C[C@@H](N(CC2)C)C)C ((S)—N-(1-((6-cyclobutylpyridin-2-yl)methyl)-3-methyl-1H-indazol-4-yl)-7-(2-(3,4-dimethylpiperazin-1-yl)ethoxy)imidazo[1,2-a]pyridine-3-carboxamide). Isolated yield 29.0%. RXN SMILES: F[C:2]1[CH:7]=[CH:6][N:5]2[C:8]([C:11]([NH:13][C:14]3[CH:22]=[CH:21][CH:20]=[C:19]4[C:15]=3[C:16]([CH3:33])=[N:17][N:18]4[CH2:23][C:24]3[CH:29]=[CH:28][CH:27]=[C:26]([CH:30]([CH3:32])[CH3:31])[N:25]=3)=[O:12])=[CH:9][N:10]=[C:4]2[CH:3]=1.[CH3:34][C@@H:35]1[N:40]([CH3:41])[CH2:39][CH2:38][N:37]([CH2:42][CH2:43][OH:44])[CH2:36]1.O1CCN(CCO)C[CH2:46]1>>[CH:30]1([C:26]2[N:25]=[C:24]([CH2:23][N:18]3[C:19]4[C:15](=[C:14]([NH:13][C:11]([C:8]5[N:5]6[CH:6]=[CH:7][C:2]([O:44][CH2:43][CH2:42][N:37]7[CH2:38][CH2:39][N:40]([CH3:41])[C@@H:35]([CH3:34])[CH2:36]7)=[CH:3][C:4]6=[N:10][CH:9]=5)=[O:12])[CH:22]=[CH:21][CH:20]=4)[C:16]([CH3:33])=[N:17]3)[CH:29]=[CH:28][CH:27]=2)[CH2:32][CH2:46][CH2:31]1. Procedure details: Prepared according Example 1, Step B, substituting N-(1-((6-cyclobutylpyridin-2-yl)methyl)-3-methyl-1H-indazol-4-yl)-7-fluoroimidazo[1,2-a]pyridine-3-carboxamide for 7-fluoro-N-(1-((6-isopropylpyridin-2-yl)methyl)-3-methyl-1H-indazol-4-yl)imidazo[1,2-a]pyridine-3-carboxamide and (S)-2-(3,4-dimethylpiperazin-1-yl)ethanol for 2-morpholinoethanol to give the title compound (29%). MS (APCI), positive scan, m/z=593.1 (M+H). Starting materials: CO, Cl, N#Cc1c(-c2ccc(Cl)cc2Cl)cn2c(N3CCOCC3)cnc2c1N=[N+]=[N-], O, c1ccc(P(c2ccccc2)c2ccccc2)cc1. Product: N#Cc1c(-c2ccc(Cl)cc2Cl)cn2c(N3CCOCC3)cnc2c1N. Reaction SMILES: [CH3:49][OH:50].[ClH:48].[N:1](=[N+:2]=[N-:3])[c:4]1[c:5]2[n:6]([cH:7][c:8](-[c:12]3[c:13]([Cl:19])[cH:14][c:15]([Cl:18])[cH:16][cH:17]3)[c:9]1[C:10]#[N:11])[c:20]([N:23]1[CH2:24][CH2:25][O:26][CH2:27][CH2:28]1)[cH:21][n:22]2.[OH2:51].[c:29]1([P:30]([c:31]2[cH:32][cH:33][cH:34][cH:35][cH:36]2)[c:37]2[cH:38][cH:39][cH:40][cH:41][cH:42]2)[cH:43][cH:44][cH:45][cH:46][cH:47]1>>[NH2:1][c:4]1[c:5]2[n:6]([cH:7][c:8](-[c:12]3[c:13]([Cl:19])[cH:14][c:15]([Cl:18])[cH:16][cH:17]3)[c:9]1[C:10]#[N:11])[c:20]([N:23]1[CH2:24][CH2:25][O:26][CH2:27][CH2:28]1)[cH:21][n:22]2.